From a dataset of the Open Reaction Database (ORD), a public repository of structured organic reaction records. describe an organic reaction: reactants, conditions, products, and yield Starting materials: [Mg] (magnesium), [Cl-].[NH4+] (ammonium chloride), C(C(C)=C)Cl (methallyl chloride), C(C)(=O)C1C2C=CC(C1(C)C)C2 (2-acetyl-3,3-dimethyl-5-norbornene). Run in C(C)OCC (diethyl ether). Run at time 0.5 hour. Yields the product C(C(C)=C)C(O)(C1C2C=CC(C1(C)C)C2)C (ALPHA-METHALLYL-ALPHA,3,3-TRIMETHYL-5-NORBORNENE-2-METHANOL). Isolated yield 106.5%. Reaction SMILES: [Mg].[CH2:2](Cl)[C:3](=[CH2:5])[CH3:4].[C:7]([CH:10]1[C:15]([CH3:17])([CH3:16])[CH:14]2[CH2:18][CH:11]1[CH:12]=[CH:13]2)(=[O:9])[CH3:8].[Cl-].[NH4+]>C(OCC)C>[CH2:2]([C:7]([CH3:8])([CH:10]1[C:15]([CH3:16])([CH3:17])[CH:14]2[CH2:18][CH:11]1[CH:12]=[CH:13]2)[OH:9])[C:3](=[CH2:5])[CH3:4] |f:3.4|. Procedure: Into a 1 liter reaction flask equipped with a reflux condenser, thermometer, stirrer, dropping funnel and nitrogen inlet tube are placed 12 g (0.5 moles) of magnesium turnings and 250 cc anhydrous diethyl ether. Over a 2 hour period, 45.3 g (0.5 moles) of methallyl chloride is added. The Grignard solution is stirred for 1/2 hour and 28 g of 2-acetyl-3,3-dimethyl-5-norbornene is added over a 20 minute period. The mixture is stirred at reflux for 1/2 hour and then is hydrolyzed by the addition of ...